Dataset: the Open Reaction Database (ORD), a public repository of structured organic reaction records. Task: describe an organic reaction: reactants, conditions, products, and yield Reactants: O=C([O-])O, CC1(C)OCc2cc(C(O)CN(CCCCCCCOCCCc3cccc(S(N)(=O)=O)c3)Cc3ccccc3)ccc2O1, CCOC(C)=O, Cl, [Na+]. Product: NS(=O)(=O)c1cccc(CCCOCCCCCCCN(Cc2ccccc2)CC(O)c2ccc(O)c(CO)c2)c1. RXN SMILES: [C:46](=[O:47])([OH:48])[O-:49].[CH2:1]([c:2]1[cH:3][cH:4][cH:5][cH:6][cH:7]1)[N:8]([CH2:9][CH2:10][CH2:11][CH2:12][CH2:13][CH2:14][CH2:15][O:16][CH2:17][CH2:18][CH2:19][c:20]1[cH:21][c:22]([S:26](=[O:27])(=[O:28])[NH2:29])[cH:23][cH:24][cH:25]1)[CH2:30][CH:31]([OH:32])[c:33]1[cH:34][c:35]2[c:36]([cH:43][cH:44]1)[O:37][C:38]([CH3:41])([CH3:42])[O:39][CH2:40]2.[CH3:51][CH2:52][O:53][C:54](=[O:55])[CH3:56].[ClH:45].[Na+:50]>>[CH2:1]([c:2]1[cH:3][cH:4][cH:5][cH:6][cH:7]1)[N:8]([CH2:9][CH2:10][CH2:11][CH2:12][CH2:13][CH2:14][CH2:15][O:16][CH2:17][CH2:18][CH2:19][c:20]1[cH:21][c:22]([S:26](=[O:27])(=[O:28])[NH2:29])[cH:23][cH:24][cH:25]1)[CH2:30][CH:31]([OH:32])[c:33]1[cH:34][c:35]([CH2:40][OH:39])[c:36]([OH:37])[cH:43][cH:44]1.